Dataset: the Open Reaction Database (ORD), a public repository of structured organic reaction records. Task: describe an organic reaction: reactants, conditions, products, and yield The reactants are Cl.CC1=C(C=CC(=C1)C1=NC(=NO1)C1=CC=C(C=C1)C(C)N)C1=C(C=CC=C1)C(F)(F)F (1-(4-{5-[2-methyl-2′-(trifluoromethyl)biphenyl-4-yl]-1,2,4-oxadiazol-3-yl}phenyl)ethanamine, hydrochloride salt), BrC(C(=O)OC)C (methyl 2-bromopropionate). Product: CC1=C(C=CC(=C1)C1=NC(=NO1)C1=CC=C(C=C1)C(C)N[C@@H](C)C(=O)OC)C1=C(C=CC=C1)C(F)(F)F (Methyl N-[1-(4-{5-[2-methyl-2′-(trifluoromethyl)biphenyl-4-yl]-1,2,4-oxadiazol-3-yl}phenyl)ethyl]-alaninate), CC1=C(C=CC(=C1)C1=NC(=NO1)C1=CC=C(C=C1)[C@H](C)N[C@H](C)C(=O)OC)C1=C(C=CC=C1)C(F)(F)F (methyl N-[(1S)-1-(4-{5-[2-methyl-2′-(trifluoromethyl)biphenyl-4-yl]-1,2,4-oxadiazol-3-yl}phenyl)ethyl]-D-alaninate), CC1=C(C=CC(=C1)C1=NC(=NO1)C1=CC=C(C=C1)[C@@H](C)N[C@@H](C)C(=O)OC)C1=C(C=CC=C1)C(F)(F)F (methyl N-[(1R)-1-(4-{5-[2-methyl-2′-(trifluoromethyl)biphenyl-4-yl]-1,2,4-oxadiazol-3-yl}phenyl)ethyl]-L-alaninate), CC1=C(C=CC(=C1)C1=NC(=NO1)C1=CC=C(C=C1)[C@@H](C)N[C@H](C)C(=O)OC)C1=C(C=CC=C1)C(F)(F)F (methyl N-[(1R)-1-(4-{5-[2-methyl-2′-(trifluoromethyl)biphenyl-4-yl]-1,2,4-oxadiazol-3-yl}phenyl)ethyl]-D-alaninate). The yield is 18.0%. As a reaction SMILES: Cl.[CH3:2][C:3]1[CH:8]=[C:7]([C:9]2[O:13][N:12]=[C:11]([C:14]3[CH:19]=[CH:18][C:17]([CH:20]([NH2:22])[CH3:21])=[CH:16][CH:15]=3)[N:10]=2)[CH:6]=[CH:5][C:4]=1[C:23]1[CH:28]=[CH:27][CH:26]=[CH:25][C:24]=1[C:29]([F:32])([F:31])[F:30].Br[CH:34]([CH3:39])[C:35]([O:37][CH3:38])=[O:36]>>[CH3:2][C:3]1[CH:8]=[C:7]([C:9]2[O:13][N:12]=[C:11]([C:14]3[CH:15]=[CH:16][C:17]([CH:20]([NH:22][C@H:34]([C:35]([O:37][CH3:38])=[O:36])[CH3:39])[CH3:21])=[CH:18][CH:19]=3)[N:10]=2)[CH:6]=[CH:5][C:4]=1[C:23]1[CH:28]=[CH:27][CH:26]=[CH:25][C:24]=1[C:29]([F:32])([F:31])[F:30].[CH3:2][C:3]1[CH:8]=[C:7]([C:9]2[O:13][N:12]=[C:11]([C:14]3[CH:15]=[CH:16][C:17]([C@@H:20]([NH:22][C@@H:34]([C:35]([O:37][CH3:38])=[O:36])[CH3:39])[CH3:21])=[CH:18][CH:19]=3)[N:10]=2)[CH:6]=[CH:5][C:4]=1[C:23]1[CH:28]=[CH:27][CH:26]=[CH:25][C:24]=1[C:29]([F:32])([F:31])[F:30].[CH3:2][C:3]1[CH:8]=[C:7]([C:9]2[O:13][N:12]=[C:11]([C:14]3[CH:15]=[CH:16][C:17]([C@H:20]([NH:22][C@H:34]([C:35]([O:37][CH3:38])=[O:36])[CH3:39])[CH3:21])=[CH:18][CH:19]=3)[N:10]=2)[CH:6]=[CH:5][C:4]=1[C:23]1[CH:28]=[CH:27][CH:26]=[CH:25][C:24]=1[C:29]([F:32])([F:31])[F:30].[CH3:2][C:3]1[CH:8]=[C:7]([C:9]2[O:13][N:12]=[C:11]([C:14]3[CH:15]=[CH:16][C:17]([C@H:20]([NH:22][C@@H:34]([C:35]([O:37][CH3:38])=[O:36])[CH3:39])[CH3:21])=[CH:18][CH:19]=3)[N:10]=2)[CH:6]=[CH:5][C:4]=1[C:23]1[CH:28]=[CH:27][CH:26]=[CH:25][C:24]=1[C:29]([F:32])([F:31])[F:30] |f:0.1|. Reported procedure: Methyl N-[1-(4-{5-[2-methyl-2′-(trifluoromethyl)biphenyl-4-yl]-1,2,4-oxadiazol-3-yl}phenyl)ethyl]-alaninate was prepared following the general procedure 11 starting from 1-(4-{5-[2-methyl-2′-(trifluoromethyl)biphenyl-4-yl]-1,2,4-oxadiazol-3-yl}phenyl)ethanamine, hydrochloride salt (Example 23, step 2) and methyl 2-bromopropionate. The resulting pair of two diastereomers was separated by flash chromatography (heptane/EtOAc gradient from 95:5 up to 85:15), affording methyl N-[(1S)-1-(4-{5-[2-methy... Starting materials: O=C(c1ccccc1)c1ccc(CBr)cc1, CCOP(OCC)OCC. The product is CCOP(=O)(Cc1ccc(C(=O)c2ccccc2)cc1)OCC. Reaction SMILES: [C:1]([c:2]1[cH:3][cH:4][cH:5][cH:6][cH:7]1)(=[O:8])[c:9]1[cH:10][cH:11][c:12]([CH2:13][Br:14])[cH:15][cH:16]1.[CH2:17]([CH3:18])[O:19][P:20]([O:21][CH2:22][CH3:23])[O:24][CH2:25][CH3:26]>>[C:1]([c:2]1[cH:3][cH:4][cH:5][cH:6][cH:7]1)(=[O:8])[c:9]1[cH:10][cH:11][c:12]([CH2:13][P:20]([O:19][CH2:17][CH3:18])([O:21][CH2:22][CH3:23])=[O:24])[cH:15][cH:16]1. The reactants are ClC1=CC(=C(CN2N=CC3=CC(=CC=C23)C=C2C(N=C(S2)SCCC)=O)C=C1)C(F)(F)F (5-[1-(4-Chloro-2-trifluoromethyl-benzyl)-1H-indazol-5-ylmethylene]-2-propylsulfanyl-thiazol-4-one), N1(N=CC=C1)C1CCNCC1 (4-Pyrazol-1-yl-piperidine). The product is ClC1=CC(=C(CN2N=CC3=CC(=CC=C23)C=C2C(N=C(S2)N2CCC(CC2)N2N=CC=C2)=O)C=C1)C(F)(F)F (5-[1-(4-Chloro-2-trifluoromethyl-benzyl)-1H-indazol-5-ylmethylene]-2-(4-pyrazol-1-yl-piperidin-1-yl)-thiazol-4-one). As a reaction SMILES: [Cl:1][C:2]1[CH:28]=[CH:27][C:5]([CH2:6][N:7]2[C:15]3[C:10](=[CH:11][C:12]([CH:16]=[C:17]4[S:21][C:20](SCCC)=[N:19][C:18]4=[O:26])=[CH:13][CH:14]=3)[CH:9]=[N:8]2)=[C:4]([C:29]([F:32])([F:31])[F:30])[CH:3]=1.[N:33]1([CH:38]2[CH2:43][CH2:42][NH:41][CH2:40][CH2:39]2)[CH:37]=[CH:36][CH:35]=[N:34]1>>[Cl:1][C:2]1[CH:28]=[CH:27][C:5]([CH2:6][N:7]2[C:15]3[C:14](=[CH:13][C:12]([CH:16]=[C:17]4[S:21][C:20]([N:41]5[CH2:40][CH2:39][CH:38]([N:33]6[CH:37]=[CH:36][CH:35]=[N:34]6)[CH2:43][CH2:42]5)=[N:19][C:18]4=[O:26])=[CH:11][CH:10]=3)[CH:9]=[N:8]2)=[C:4]([C:29]([F:32])([F:30])[F:31])[CH:3]=1. Procedure: 5-[1-(4-Chloro-2-trifluoromethyl-benzyl)-1H-indazol-5-ylmethylene]-2-(4-pyrazol-1-yl-piperidin-1-yl)-thiazol-4-one was prepared from 5-[1-(4-Chloro-2-trifluoromethyl-benzyl)-1H-indazol-5-ylmethylene]-2-propylsulfanyl-thiazol-4-one and 4-Pyrazol-1-yl-piperidine following General Procedure B. Starting materials: CS(=O)C (DMSO), C[S-].[Na+] (sodium thiomethoxide), CS(=O)C (dimethylsulfoxide), FC(=C(F)F)F (tetrafluoroethylene), C(=O)=O (carbon dioxide), COS(=O)(=O)OC (Dimethylsulfate), C(=O)=O (dry ice). Conditions: temperature 100 celsius, time 3 hour. The product is CSC(F)(F)C(F)(F)C(=O)OC (CH3SCF2CF2CO2CH3). Reaction SMILES: C[S-].[Na+].C[S:5]([CH3:7])=O.[F:8][C:9]([F:13])=[C:10]([F:12])[F:11].COS([O:19][CH3:20])(=O)=O.[C:21](=O)=[O:22]>>[CH3:7][S:5][C:9]([C:10]([C:21]([O:19][CH3:20])=[O:22])([F:12])[F:11])([F:13])[F:8] |f:0.1|. Procedure: A 400 mL pressure vessel was charged with 34.1 g (0.49 mol) of sodium thiomethoxide and 150 mL of anhydrous dimethylsulfoxide (DMSO). The vessel was closed, cooled in dry ice, evacuated and charged with 32 g (0.73 mol) of carbon dioxide and 50 g (0.5 mol) of tetrafluoroethylene. The vessel contents were heated with agitation to 50° C. for 1 hr and 100° C for 5 hr. After cooling to room temperature, the vessel contents were transferred to a 500 mL round bottom flask using an additional 30 mL of D... The reactants are O=C([O-])[O-], CC1(C)OB(c2ccc(OCc3ccccc3)nc2)OC1(C)C, CCOCC, CC(C)(C)OC(=O)Nc1ccc(Cl)c([N+](=O)[O-])c1, [Na+], [Na+], C1COCCO1, c1ccc(P(c2ccccc2)(c2ccccc2)[Pd](P(c2ccccc2)(c2ccccc2)c2ccccc2)(P(c2ccccc2)(c2ccccc2)c2ccccc2)P(c2ccccc2)(c2ccccc2)c2ccccc2)cc1. Product: CC(C)(C)OC(=O)Nc1ccc(-c2ccc(OCc3ccccc3)nc2)c([N+](=O)[O-])c1. Reaction SMILES: [C:48](=[O:49])([O-:50])[O-:51].[CH2:19]([c:20]1[cH:21][cH:22][cH:23][cH:24][cH:25]1)[O:26][c:27]1[n:28][cH:29][c:30]([B:33]2[O:34][C:35]([CH3:36])([CH3:37])[C:38]([CH3:39])([CH3:40])[O:41]2)[cH:31][cH:32]1.[CH3:54][CH2:55][O:56][CH2:57][CH3:58].[Cl:1][c:2]1[c:3]([N+:16](=[O:17])[O-:18])[cH:4][c:5]([NH:8][C:9]([O:10][C:11]([CH3:12])([CH3:13])[CH3:14])=[O:15])[cH:6][cH:7]1.[Na+:52].[Na+:53].[O:42]1[CH2:43][CH2:44][O:45][CH2:46][CH2:47]1.[cH:59]1[cH:60][cH:61][c:62]([P:63]([Pd:64]([P:65]([c:66]2[cH:67][cH:68][cH:69][cH:70][cH:71]2)([c:72]2[cH:73][cH:74][cH:75][cH:76][cH:77]2)[c:78]2[cH:79][cH:80][cH:81][cH:82][cH:83]2)([P:84]([c:85]2[cH:86][cH:87][cH:88][cH:89][cH:90]2)([c:91]2[cH:92][cH:93][cH:94][cH:95][cH:96]2)[c:97]2[cH:98][cH:99][cH:100][cH:101][cH:102]2)[P:103]([c:104]2[cH:105][cH:106][cH:107][cH:108][cH:109]2)([c:110]2[cH:111][cH:112][cH:113][cH:114][cH:115]2)[c:116]2[cH:117][cH:118][cH:119][cH:120][cH:121]2)([c:122]2[cH:123][cH:124][cH:125][cH:126][cH:127]2)[c:128]2[cH:129][cH:130][cH:131][cH:132][cH:133]2)[cH:134][cH:135]1>>[c:2]1(-[c:30]2[cH:29][n:28][c:27]([O:26][CH2:19][c:20]3[cH:21][cH:22][cH:23][cH:24][cH:25]3)[cH:32][cH:31]2)[c:3]([N+:16](=[O:17])[O-:18])[cH:4][c:5]([NH:8][C:9]([O:10][C:11]([CH3:12])([CH3:13])[CH3:14])=[O:15])[cH:6][cH:7]1. The reactants are FC1=CC=C(C=C1)OC(N(C)[C@@H]1CNC[C@H]1C1=CC=C(C=C1)Cl)=O ([(3S,4R)-4-(4-chloro-phenyl)-pyrrolidin-3-yl]-methyl-carbamic acid 4-fluoro-phenyl ester), C(#N)C=1C=CC(=NC1)N1CCC(CC1)C(=O)O (5′-cyano-3,4,5,6-tetrahydro-2H-[1,2′]bipyridinyl-4-carboxylic acid). Product: FC1=CC=C(C=C1)OC(N(C)[C@@H]1CN(C[C@H]1C1=CC=C(C=C1)Cl)C(=O)C1CCN(CC1)C1=NC=C(C=C1)C#N)=O ([(3S,4R)-4-(4-chloro-phenyl)-1-(5′-cyano-3,4,5,6-tetrahydro-2H-[1,2′]bipyridinyl-4-carbonyl)-pyrrolidin-3-yl]-methyl-carbamic acid 4-fluoro-phenyl ester). As a reaction SMILES: [F:1][C:2]1[CH:7]=[CH:6][C:5]([O:8][C:9](=[O:24])[N:10]([C@H:12]2[C@H:16]([C:17]3[CH:22]=[CH:21][C:20]([Cl:23])=[CH:19][CH:18]=3)[CH2:15][NH:14][CH2:13]2)[CH3:11])=[CH:4][CH:3]=1.[C:25]([C:27]1[CH:28]=[CH:29][C:30]([N:33]2[CH2:38][CH2:37][CH:36]([C:39](O)=[O:40])[CH2:35][CH2:34]2)=[N:31][CH:32]=1)#[N:26]>>[F:1][C:2]1[CH:7]=[CH:6][C:5]([O:8][C:9](=[O:24])[N:10]([C@H:12]2[C@H:16]([C:17]3[CH:22]=[CH:21][C:20]([Cl:23])=[CH:19][CH:18]=3)[CH2:15][N:14]([C:39]([CH:36]3[CH2:35][CH2:34][N:33]([C:30]4[CH:29]=[CH:28][C:27]([C:25]#[N:26])=[CH:32][N:31]=4)[CH2:38][CH2:37]3)=[O:40])[CH2:13]2)[CH3:11])=[CH:4][CH:3]=1. Procedure details: In analogy to the procedure described for the synthesis of example 44 (step c), the title compound [(3S,4R)-4-(4-chloro-phenyl)-1-(5′-cyano-3,4,5,6-tetrahydro-2H-[1,2′]bipyridinyl-4-carbonyl)-pyrrolidin-3-yl]-methyl-carbamic acid 4-fluoro-phenyl ester was prepared from [(3S,4R)-4-(4-chloro-phenyl)-pyrrolidin-3-yl]-methyl-carbamic acid 4-fluoro-phenyl ester using 5′-cyano-3,4,5,6-tetrahydro-2H-[1,2′]bipyridinyl-4-carboxylic acid instead of 1-methylcyclopropane-1-carboxylic acid and was obtained a... Reactants: NC1CCN(CC1)C(=O)N1C(=N[C@@]([C@@]1(C)C1=CC=C(C=C1)Cl)(C)C1=CC=C(C=C1)Cl)C=1C=NC(=CC1OCC)C(C)(C)C ((4-Amino-piperidin-1-yl)-[(4S,5R)-2-(6-tert-butyl-4-ethoxy-pyridin-3-yl)-4,5-bis-(4-chloro-phenyl)-4,5-dimethyl-4,5-dihydro-imidazol-1-yl]-methanone), ICC(=O)N (iodoacetamide). Yields the product C(C)(C)(C)C1=CC(=C(C=N1)C=1N([C@]([C@](N1)(C)C1=CC=C(C=C1)Cl)(C)C1=CC=C(C=C1)Cl)C(=O)N1CCC(CC1)NCC(=O)N)OCC (2-{1-[(4S,5R)-2-(6-tert-Butyl-4-ethoxy-pyridin-3-yl)-4,5-bis-(4-chloro-phenyl)-4,5-dimethyl-4,5-dihydro-imidazole-1-carbonyl]-piperidin-4-ylamino}-acetamide). Reaction SMILES: [NH2:1][CH:2]1[CH2:7][CH2:6][N:5]([C:8]([N:10]2[C@@:14]([C:16]3[CH:21]=[CH:20][C:19]([Cl:22])=[CH:18][CH:17]=3)([CH3:15])[C@@:13]([C:24]3[CH:29]=[CH:28][C:27]([Cl:30])=[CH:26][CH:25]=3)([CH3:23])[N:12]=[C:11]2[C:31]2[CH:32]=[N:33][C:34]([C:40]([CH3:43])([CH3:42])[CH3:41])=[CH:35][C:36]=2[O:37][CH2:38][CH3:39])=[O:9])[CH2:4][CH2:3]1.I[CH2:45][C:46]([NH2:48])=[O:47]>>[C:40]([C:34]1[N:33]=[CH:32][C:31]([C:11]2[N:10]([C:8]([N:5]3[CH2:4][CH2:3][CH:2]([NH:1][CH2:45][C:46]([NH2:48])=[O:47])[CH2:7][CH2:6]3)=[O:9])[C@@:14]([C:16]3[CH:21]=[CH:20][C:19]([Cl:22])=[CH:18][CH:17]=3)([CH3:15])[C@@:13]([C:24]3[CH:29]=[CH:28][C:27]([Cl:30])=[CH:26][CH:25]=3)([CH3:23])[N:12]=2)=[C:36]([O:37][CH2:38][CH3:39])[CH:35]=1)([CH3:42])([CH3:41])[CH3:43]. Reported procedure: In a manner similar to the method described in example 160, (4-Amino-piperidin-1-yl)-[(4S,5R)-2-(6-tert-butyl-4-ethoxy-pyridin-3-yl)-4,5-bis-(4-chloro-phenyl)-4,5-dimethyl-4,5-dihydro-imidazol-1-yl]-methanone (example 204) was reacted with iodoacetamide (Aldrich) to give the title compound. HR-MS (ES, m/z) calculated for C36H45Cl2N6O3 [(M+H)+] 679.2925, observed 679.2926. The reactants are P(Cl)(Cl)(Cl)(Cl)Cl (Phosphorous (V) pentachloride), C(C)(C)C=1C=C(C=C(C1NC(C1=CC(=CC=C1)OC)=O)C(C)C)C1=CC=CC=C1 (N-(3,5-diisopropyl-[1,1′-biphenyl]-4-yl)-3-methoxybenzamide), C=1(C(=CC=CC1)C)C (xylene), COC(CN)OC (2,2-dimethoxyethanamine). The solvent is C1CCOC1 (THF), C1CCOC1 (THF), C1CCOC1 (THF). Run at temperature 132.5 celsius, time 8 hour. Product: C(C)(C)C=1C=C(C=C(C1N1C(=NC=C1)C1=CC(=CC=C1)OC)C(C)C)C1=CC=CC=C1 (1-(3,5-diisopropyl-[1,1′-biphenyl]-4-yl)-2-(3-methoxyphenyl)-1H-imidazole). The yield is 53.0%. RXN SMILES: P(Cl)(Cl)(Cl)(Cl)Cl.[CH:7]([C:10]1[CH:11]=C(C2C=CC=CC=2)[CH:13]=[C:14]([CH:27]([CH3:29])[CH3:28])[C:15]=1[NH:16][C:17](=O)[C:18]1[CH:23]=[CH:22][CH:21]=[C:20]([O:24][CH3:25])[CH:19]=1)([CH3:9])[CH3:8].CO[CH:38](OC)[CH2:39][NH2:40].[C:43]1([CH3:50])[C:44](C)=[CH:45][CH:46]=[CH:47][CH:48]=1>C1COCC1>[CH:27]([C:14]1[CH:13]=[C:50]([C:43]2[CH:48]=[CH:47][CH:46]=[CH:45][CH:44]=2)[CH:11]=[C:10]([CH:7]([CH3:8])[CH3:9])[C:15]=1[N:16]1[CH:38]=[CH:39][N:40]=[C:17]1[C:18]1[CH:23]=[CH:22][CH:21]=[C:20]([O:24][CH3:25])[CH:19]=1)([CH3:28])[CH3:29]. Reported procedure: Phosphorous (V) pentachloride (7.99 g, 38.4 mmol) was added slowly to a solution of N-(3,5-diisopropyl-[1,1′-biphenyl]-4-yl)-3-methoxybenzamide (9.92 g, 25.6 mmol) in xylene (260 mL) with stirrer at rt under a nitrogen atmosphere. The reaction mixture was heated to 130-135° C. (oil both temp) for 1.5 h. Xylene (approximately 200 mL) was remove at 140° C. to yield a crude oil, which was cooled down to 0° C. with ice bath. 120 mL of THF was added. To this cold THF solution was added dropwise a sol...